This data is from the Open Reaction Database (ORD), a public repository of structured organic reaction records. The task is: describe an organic reaction: reactants, conditions, products, and yield The reactants are OC(=O)CCCC[C@@H]1SC[C@@H]2NC(=O)N[C@H]12.CS(=O)C (biotin DMSO). Solvent: O (water). The product is OC(=O)CCCC[C@@H]1SC[C@@H]2NC(=O)N[C@H]12 (biotin). RXN SMILES: [OH:1][C:2]([CH2:4][CH2:5][CH2:6][CH2:7][C@H:8]1[C@@H:16]2[C@@H:11]([NH:12][C:13]([NH:15]2)=[O:14])[CH2:10][S:9]1)=[O:3].CS(C)=O>O>[OH:3][C:2]([CH2:4][CH2:5][CH2:6][CH2:7][C@H:8]1[C@@H:16]2[C@@H:11]([NH:12][C:13]([NH:15]2)=[O:14])[CH2:10][S:9]1)=[O:1] |f:0.1|. Procedure: The reagents used for the biotinylation and avidination are the following: 1.24 ml of DMSO was added to 1.1 mg of Biotin-AC5-OSu (manufactured by Dojindo Molecular Technologies, Inc.) to give 1.95 mM of biotin-DMSO solution. 950 l of pure water was added to 50 l of the biotin-DMSO solution, to give 0.0976 mM of biotin solution. The biotin solution thus obtained was designated as liquid A (apparox. 0.1 mM of biotin solution). 0.09 mg of fluorescent dye conjugated avidin (Avidun, Alexa Flour 488 c... Reactants: C(C1=CC=CC=C1)N1C[C@@H]([C@H](C1)C1=CC(=CC=C1)C(F)(F)F)CO[Si](C)(C)C(C)(C)C ((3R,4S)-1-benzyl-3-({[tert-butyl(dimethyl)silyl]oxy}methyl)-4-[3-(trifluoromethyl)phenyl]pyrrolidine), C(=O)[O-].[NH4+] (ammonium formate), CO (methanol). The reagents and catalysts are [Pd] (palladium/carbon). The solvent is O (water). Conditions: temperature 50 celsius, time 4 hour. The product is [Si](C)(C)(C(C)(C)C)OC[C@H]1CNC[C@@H]1C1=CC(=CC=C1)C(F)(F)F ((3R,4S)-3-({[tert-butyl(dimethyl)silyl]oxy}methyl)-4-[3-(trifluoromethyl)phenyl]pyrrolidine). The yield is 101.8%. RXN SMILES: C([N:8]1[CH2:12][C@H:11]([C:13]2[CH:18]=[CH:17][CH:16]=[C:15]([C:19]([F:22])([F:21])[F:20])[CH:14]=2)[C@@H:10]([CH2:23][O:24][Si:25]([C:28]([CH3:31])([CH3:30])[CH3:29])([CH3:27])[CH3:26])[CH2:9]1)C1C=CC=CC=1.C([O-])=O.[NH4+].CO>O.[Pd]>[Si:25]([O:24][CH2:23][C@@H:10]1[C@@H:11]([C:13]2[CH:18]=[CH:17][CH:16]=[C:15]([C:19]([F:21])([F:20])[F:22])[CH:14]=2)[CH2:12][NH:8][CH2:9]1)([C:28]([CH3:31])([CH3:30])[CH3:29])([CH3:27])[CH3:26] |f:1.2|. Procedure details: At room temperature, 1.0 g of 10% palladium/carbon was added, while suspending in 10 ml of water, to a mixture of 9.69 g of (3R,4S)-1-benzyl-3-({[tert-butyl(dimethyl)silyl]oxy}methyl)-4-[3-(trifluoromethyl)phenyl]pyrrolidine, 5.70 mg of ammonium formate and 100 ml of methanol. This was vigorously stirred at 50° C. for 4 hours and then cooled down to room temperature, and the insoluble matter was removed by filtration through a celite layer. The filtrate was concentrated under a reduced pressure,...